Dataset: the Open Reaction Database (ORD), a public repository of structured organic reaction records. Task: describe an organic reaction: reactants, conditions, products, and yield Starting materials: C(C)(=O)N1C(=CC2=CC=CC=C12)C(=O)NC=1SC(=C(N1)C1=C(C=C(C=C1)OC)OC)CC(=O)OCC (2-[(1-acetyl-2-indolyl)carbonylamino]-4-(2,4-dimethoxyphenyl)-5-ethoxycarbonylmethylthiazole). The solvent is 950, C(C)O (ethanol). Reaction conditions: time 8 hour. Product: N1C(=CC2=CC=CC=C12)C(=O)NC=1SC(=C(N1)C1=C(C=C(C=C1)OC)OC)CC(=O)O (2-[(2-Indolyl)carbonylamino]-4-(2,4-dimethoxyphenyl)-5-carboxymethylthiazol). Reaction SMILES: C([N:4]1[C:12]2[C:7](=[CH:8][CH:9]=[CH:10][CH:11]=2)[CH:6]=[C:5]1[C:13]([NH:15][C:16]1[S:17][C:18]([CH2:31][C:32]([O:34]CC)=[O:33])=[C:19]([C:21]2[CH:26]=[CH:25][C:24]([O:27][CH3:28])=[CH:23][C:22]=2[O:29][CH3:30])[N:20]=1)=[O:14])(=O)C>C(O)C>[NH:4]1[C:12]2[C:7](=[CH:8][CH:9]=[CH:10][CH:11]=2)[CH:6]=[C:5]1[C:13]([NH:15][C:16]1[S:17][C:18]([CH2:31][C:32]([OH:34])=[O:33])=[C:19]([C:21]2[CH:26]=[CH:25][C:24]([O:27][CH3:28])=[CH:23][C:22]=2[O:29][CH3:30])[N:20]=1)=[O:14]. Procedure: 0.5 g of 2-[(1-acetyl-2-indolyl)carbonylamino]-4-(2,4-dimethoxyphenyl)-5-ethoxycarbonylmethylthiazole, prepared above according to Example 10, is dissolved in 10 ml of 950 ethanol and then 1.5 ml of 2N NAOH are added. The reaction mixture is stirred overnight at room temperature and then concentrated under vacuum. The residue is taken up in a buffer solution, pH=2, a precipitate is separated by filtration, washed with water, filtered and then rinsed with ether. The reactants are C(C)(=O)O[BH-](OC(C)=O)OC(C)=O.[Na+] (Sodium triacetoxyborohydride), C1CCN[C@H]2CCC3=C([C@@H]12)C=CC=C3 (cis-1,2,3,4,4a,5,6,10b-octahydrobenzo[f]quinoline), C1(=CC=CC=C1)C1=CC=C(C(=O)NCCCC=O)C=C1 (4-(4-phenylbenzoylamino)butyraldehyde), ClCCl (dichloromethane). Reagents/catalysts: C(C)(=O)O (acetic acid). The solvent is ClCCCl (1,2-dichloroethane). Run at time 16 hour. Yields the product C1(=CC=CC=C1)C1=CC=C(C(=O)NCCCCN2CCC[C@@H]3C4=C(CC[C@H]23)C=CC=C4)C=C1 (cis-4-(4-(4-Phenylbenzoylamino)butyl)-1,2,3,4,4a,5,6,10b-octahydrobenzo[f]quinoline). Yield: 68.4%. As a reaction SMILES: C(O[BH-](OC(=O)C)OC(=O)C)(=O)C.[Na+].[CH2:15]1[C@H:24]2[C@H:19]([CH2:20][CH2:21][C:22]3[CH:28]=[CH:27][CH:26]=[CH:25][C:23]=32)[NH:18][CH2:17][CH2:16]1.[C:29]1([C:35]2[CH:48]=[CH:47][C:38]([C:39]([NH:41][CH2:42][CH2:43][CH2:44][CH:45]=O)=[O:40])=[CH:37][CH:36]=2)[CH:34]=[CH:33][CH:32]=[CH:31][CH:30]=1.ClCCl>C(O)(=O)C.ClCCCl>[C:29]1([C:35]2[CH:36]=[CH:37][C:38]([C:39]([NH:41][CH2:42][CH2:43][CH2:44][CH2:45][N:18]3[C@@H:19]4[C@@H:24]([C:23]5[CH:25]=[CH:26][CH:27]=[CH:28][C:22]=5[CH2:21][CH2:20]4)[CH2:15][CH2:16][CH2:17]3)=[O:40])=[CH:47][CH:48]=2)[CH:30]=[CH:31][CH:32]=[CH:33][CH:34]=1 |f:0.1|. Procedure details: Sodium triacetoxyborohydride (170 mg, 0.8 mmol) was added to a stirred mixture of cis-1,2,3,4,4a,5,6,10b-octahydrobenzo[f]quinoline (D8b, 100 mg, 0.5 mmol), 4-(4-phenylbenzoylamino)butyraldehyde (143, 0.54 mmol) and acetic acid (1 drop) in 1,2-dichloroethane (8 ml) at room temperature. After stirring for 16 h, dichloromethane (10 ml) was added and the mixture was then washed with saturated aqueous K2CO3 (2×20 ml) and brine (20 ml). Drying (Na2SO4) and evaporation in vacuo afforded an oil which w... As a reaction SMILES: [C:1]1(=O)[CH2:6][CH2:5][C:4](=[O:7])[CH2:3][CH2:2]1.CO.BrBr.[NH2:13][C:14]([NH2:16])=[S:15]>O>[NH2:16][C:14]1[S:15][C:2]2[CH2:3][C:4](=[O:7])[CH2:5][CH2:6][C:1]=2[N:13]=1. Product: NC=1SC2=C(N1)CCC(C2)=O (2-amino-6-oxo-4,5,6,7-tetrahydrobenzothiazole). Reported procedure: 8.8 g of 1,4-cyclohexanedione was dissolved with 40 mL of methanol. Solution was cooled to 10C and 4.2 mL of bromine was dropwise added at this temperature during 15 minutes. The temperature was kept at 10C for one hour and then allowed to rise to 20C. When bromine colour faded, 7.2 g of thiourea was added. The reaction mixture was then diluted with 20 mL of water and heated under reflux for 2 h. White precipitate was removed by filtration and filtrate was concentrated in vacuo and cooled. The c... The solvent is O (water). The reactants are NC(=S)N (thiourea), 10C, C1(CCC(CC1)=O)=O (1,4-cyclohexanedione), CO (methanol), BrBr (bromine), 10C, BrBr (bromine), 20C. Reactants: CN(C)C=O, CSc1ncc2cc(C)c(=O)[nH]c2n1, [H-], CCI, [Na+]. The product is CCn1c(=O)c(C)cc2cnc(SC)nc21. Reaction SMILES: [CH3:20][N:21]([CH3:22])[CH:23]=[O:24].[CH3:3][c:4]1[cH:5][c:6]2[c:7]([n:8][c:9]([S:12][CH3:13])[n:10][cH:11]2)[nH:14][c:15]1=[O:16].[H-:2].[I:17][CH2:18][CH3:19].[Na+:1]>>[CH3:3][c:4]1[cH:5][c:6]2[c:7]([n:8][c:9]([S:12][CH3:13])[n:10][cH:11]2)[n:14]([CH2:18][CH3:19])[c:15]1=[O:16]. Starting materials: CCO, Clc1ccc2ccccc2n1, NN, O. Product: NNc1ccc2ccccc2n1. RXN SMILES: [CH3:15][CH2:16][OH:17].[Cl:1][c:2]1[n:3][c:4]2[cH:5][cH:6][cH:7][cH:8][c:9]2[cH:10][cH:11]1.[NH2:13][NH2:14].[OH2:12]>>[c:2]1([NH:13][NH2:14])[n:3][c:4]2[cH:5][cH:6][cH:7][cH:8][c:9]2[cH:10][cH:11]1.